Dataset: the Open Reaction Database (ORD), a public repository of structured organic reaction records. Task: describe an organic reaction: reactants, conditions, products, and yield The reactants are C1(CC1)C=1C(=NC=C(C(=O)O)C1)OCC(F)(F)F (5-cyclopropyl-6-(2,2,2-trifluoro-ethoxy)-nicotinic acid), COC[C@H]1N(CCC1)N ((S)-2-methoxymethyl-pyrrolidin-1-yl amine). Procedure: The title compound was synthesized in analogy to the procedure described in Example 34 c), using 5-cyclopropyl-6-(2,2,2-trifluoro-ethoxy)-nicotinic acid (example 34b) and (S)-2-methoxymethyl-pyrrolidin-1-yl amine as starting materials (CAN 59983-39-0); MS (ESI) 396.4 (M+Na)+. As a reaction SMILES: [CH:1]1([C:4]2[C:5]([O:13][CH2:14][C:15]([F:18])([F:17])[F:16])=[N:6][CH:7]=[C:8]([CH:12]=2)[C:9]([OH:11])=O)[CH2:3][CH2:2]1.[CH3:19][O:20][CH2:21][C@@H:22]1[CH2:26][CH2:25][CH2:24][N:23]1[NH2:27]>>[CH:1]1([C:4]2[C:5]([O:13][CH2:14][C:15]([F:18])([F:17])[F:16])=[N:6][CH:7]=[C:8]([CH:12]=2)[C:9]([NH:27][N:23]2[CH2:24][CH2:25][CH2:26][C@H:22]2[CH2:21][O:20][CH3:19])=[O:11])[CH2:2][CH2:3]1. The product is C1(CC1)C=1C(=NC=C(C(=O)NN2[C@@H](CCC2)COC)C1)OCC(F)(F)F (5-cyclopropyl-N—((S)-2-methoxymethyl-pyrrolidin-1-yl)-6-(2,2,2-trifluoro-ethoxy)-nicotinamide). The reactants are C(C)(C)(C)OC(=O)N1CCC(CC1)(C1=CC=C(C=C1)I)C#N (4-cyano-4-(4-iodo-phenyl)-piperidine-1-carboxylic acid tert-butyl ester), [H-].[H-].[H-].[H-].[Li+].[Al+3] (LiAlH4), solution, OS(=O)(=O)O (H2SO4). Solvent: C1CCOC1 (THF), C1CCOC1 (THF). Run at time 0.5 hour. The product is C(C)(C)(C)OC(=O)N1CCC(CC1)(C1=CC=C(C=C1)I)CN (4-aminomethyl-4-(4-iodo-phenyl)-piperidine-1-carboxylic acid tert-butyl ester). Isolated yield 25.7%. RXN SMILES: [H-].[H-].[H-].[H-].[Li+].[Al+3].OS(O)(=O)=O.[C:12]([O:16][C:17]([N:19]1[CH2:24][CH2:23][C:22]([C:32]#[N:33])([C:25]2[CH:30]=[CH:29][C:28]([I:31])=[CH:27][CH:26]=2)[CH2:21][CH2:20]1)=[O:18])([CH3:15])([CH3:14])[CH3:13]>C1COCC1>[C:12]([O:16][C:17]([N:19]1[CH2:20][CH2:21][C:22]([CH2:32][NH2:33])([C:25]2[CH:30]=[CH:29][C:28]([I:31])=[CH:27][CH:26]=2)[CH2:23][CH2:24]1)=[O:18])([CH3:15])([CH3:14])[CH3:13] |f:0.1.2.3.4.5|. Procedure details: A solution of LiAlH4 (8.5 mL of a 1.0M solution in THF, 8.5 mmol, 3.5 eq.) was cooled to 0° C. and concentrated H2SO4 (0.43 mL, 7.6 mmol, 3.2 eq.) was added in a drop-wise fashion. The resulting white slurry was stirred at room temperature for 0.5 h, then heated to 30° C. for 0.5 h. The reaction was cooled to room temperature and a solution of 4-cyano-4-(4-iodo-phenyl)-piperidine-1-carboxylic acid tert-butyl ester (1 g, 2.43 mmol, 1 eq.) in THF (3 mL) was added over 0.25 h. The mixture was heate... The reactants are C(C)O (ethanol), COC=1C=C2C(=CC=NC2=CC1OC)OC1=CC=C(N)C=C1 (4-[(6,7-Dimethoxy-4-quinolyl)oxy]aniline), ClC1=CC=C(C=C1)C(=O)N=C=S (4-chloro-1-benzenecarbonyl isothiocyanate). The solvent is C1(=CC=CC=C1)C (toluene). Conditions: time 2 hour. The product is ClC1=CC=C(C(=O)NC(=S)NC2=CC=C(C=C2)OC2=CC=NC3=CC(=C(C=C23)OC)OC)C=C1 (N-(4-Chlorobenzoyl)-N′-{4-[(6,7-dimethoxy-4-quinolyl)oxy]phenyl}thiourea). Yield: 92.0%. RXN SMILES: [CH3:1][O:2][C:3]1[CH:4]=[C:5]2[C:10](=[CH:11][C:12]=1[O:13][CH3:14])[N:9]=[CH:8][CH:7]=[C:6]2[O:15][C:16]1[CH:22]=[CH:21][C:19]([NH2:20])=[CH:18][CH:17]=1.C(O)C.[Cl:26][C:27]1[CH:32]=[CH:31][C:30]([C:33]([N:35]=[C:36]=[S:37])=[O:34])=[CH:29][CH:28]=1>C1(C)C=CC=CC=1>[Cl:26][C:27]1[CH:32]=[CH:31][C:30]([C:33]([NH:35][C:36]([NH:20][C:19]2[CH:21]=[CH:22][C:16]([O:15][C:6]3[C:5]4[C:10](=[CH:11][C:12]([O:13][CH3:14])=[C:3]([O:2][CH3:1])[CH:4]=4)[N:9]=[CH:8][CH:7]=3)=[CH:17][CH:18]=2)=[S:37])=[O:34])=[CH:29][CH:28]=1. Reported procedure: 4-[(6,7-Dimethoxy-4-quinolyl)oxy]aniline (50 mg) was dissolved in toluene (5 ml) and ethanol (1 ml) to prepare a solution. Commercially available 4-chloro-1-benzenecarbonyl isothiocyanate (50 μl) was then added to the solution, and the mixture was stirred at room temperature for 2 hr. The reaction solution was concentrated, and the residue was purified by chromatography on silica gel using chloroform/acetone for development to give the title compound (77 mg, yield 92%).